Dataset: the Open Reaction Database (ORD), a public repository of structured organic reaction records. Task: describe an organic reaction: reactants, conditions, products, and yield Reactants: O=C(c1ccc(O)cc1)c1ccc(Br)cc1F, O=C1CCCCCC1, [K+], [K+], O=C([O-])[O-], C1CCOC1, O. Yields the product Oc1ccc(C(=C2CCCCCC2)c2ccc(Br)cc2F)cc1. RXN SMILES: [Br:9][c:10]1[cH:11][c:12]([F:25])[c:13]([C:16](=[O:17])[c:18]2[cH:19][cH:20][c:21]([OH:24])[cH:22][cH:23]2)[cH:14][cH:15]1.[C:1]1(=[O:8])[CH2:2][CH2:3][CH2:4][CH2:5][CH2:6][CH2:7]1.[K+:27].[K+:28].[O-:29][C:30]([O-:31])=[O:32].[O:33]1[CH2:34][CH2:35][CH2:36][CH2:37]1.[OH2:26]>>[C:1]1(=[C:16]([c:13]2[c:12]([F:25])[cH:11][c:10]([Br:9])[cH:15][cH:14]2)[c:18]2[cH:19][cH:20][c:21]([OH:24])[cH:22][cH:23]2)[CH2:2][CH2:3][CH2:4][CH2:5][CH2:6][CH2:7]1. The reactants are CC(C)(C)[Si](OCC(C(CC)O)NC(CCCCCC)=O)(C1=CC=CC=C1)C1=CC=CC=C1 (N-[1-[[[(1,1-Dimethylethyl)diphenylsilyl]oxy]methyl]-2-hydroxybutyl]Heptanamide), [Cr](=O)(=O)([O-])O[Cr](=O)(=O)[O-].[NH+]1=CC=CC=C1.[NH+]1=CC=CC=C1 (pyridinium dichromate). Run in CN(C=O)C (N,N-dimethylformamide), O (water). Conditions: time 18 hour. Product: CC(C)(C)[Si](OC[C@@H](C(C)=O)NC(CCCCCC)=O)(C)C ((S)-N-[1-[[[(1,1-dimethylethyl)dimethylsilyl]oxy]methyl]-2-oxopropyl]-Heptanamide). Isolated yield 81.8%. As a reaction SMILES: [CH3:1][C:2]([Si:5]([C:28]1C=CC=CC=1)([C:22]1C=CC=CC=1)[O:6][CH2:7][CH:8]([NH:13][C:14](=[O:21])[CH2:15][CH2:16][CH2:17][CH2:18][CH2:19][CH3:20])[CH:9]([OH:12])[CH2:10]C)([CH3:4])[CH3:3].[Cr](O[Cr]([O-])(=O)=O)([O-])(=O)=O.[NH+]1C=CC=CC=1.[NH+]1C=CC=CC=1>CN(C)C=O.O>[CH3:1][C:2]([Si:5]([CH3:22])([CH3:28])[O:6][CH2:7][C@H:8]([NH:13][C:14](=[O:21])[CH2:15][CH2:16][CH2:17][CH2:18][CH2:19][CH3:20])[C:9](=[O:12])[CH3:10])([CH3:3])[CH3:4] |f:1.2.3|. Reported procedure: A mixture of (10c), (2.30 g, 6.94 mmol) and pyridinium dichromate (10.62 g, 28.2 mmol) in 20 mL of N,N-dimethylformamide is stirred under argon for 18 h. The reaction mixture is diluted with 100 mL of water and extracted with ethyl acetate (3×40 mL). The organic layer is separated, washed with water and brine, dried and evaporated to give 1.87 g of a residual brown liquid. The liquid is purified by chromatography using 1:6 ethyl acetate/hexane to give 997 mg of the desired product as an oil. NMR... Reactants: C1=NNC=2C=CC3=C(C12)C(C(N3)=O)=O (3,6-dihydro-pyrrolo[3,2-e]indazole-7,8-dione), C1=CC(=CC=C1NN)S(=O)(=O)N.Cl (4-sulfonamidophenylhydrazine hydrochloride), ( M )-. Product: O=C1C(C=2C=3C=NNC3C=CC2N1)=NNC1=CC=C(C=C1)S(=O)(=O)N (4-[N′-(7-Oxo-6,7-dihydro-3H-pyrrolo[3,2-e]indazol-8-ylidene)-hydrazino]-benzenesulfonamide). The yield is 8.0%. RXN SMILES: [CH:1]1[C:9]2[C:8]3[C:10](=O)[C:11](=[O:13])[NH:12][C:7]=3[CH:6]=[CH:5][C:4]=2[NH:3][N:2]=1.[CH:15]1[C:20]([NH:21][NH2:22])=[CH:19][CH:18]=[C:17]([S:23]([NH2:26])(=[O:25])=[O:24])[CH:16]=1.Cl>>[O:13]=[C:11]1[NH:12][C:7]2[CH:6]=[CH:5][C:4]3[NH:3][N:2]=[CH:1][C:9]=3[C:8]=2[C:10]1=[N:22][NH:21][C:20]1[CH:19]=[CH:18][C:17]([S:23]([NH2:26])(=[O:24])=[O:25])=[CH:16][CH:15]=1 |f:1.2|. Procedure: The title compound was prepared from 3,6-dihydro-pyrrolo[3,2-e]indazole-7,8-dione (Cuny, et al., Chemie Berichte 1981, 114, 1624-35) and 4-sulfonamidophenylhydrazine hydrochloride according to Procedure G in 8% yield: 1H NMR (DMSO-d6): δ7.02 (d, J=8.7 Hz, 1H), 7.28 Z (s, 2H), 7.51 (d, J=8.6 Hz, 2H), 7.68 (d, J=8.8 Hz, 1H), 7.82 (d, J=8.7 Hz, 2H), 8.34 (s,1H), 10.98 (s, 1H), 12.90 (s, 1H), 13.20 (s,1H); APCI−MS m/z 356 (M)−. Anal. Calcd for C15H12N6O3S.1.46H2O.0.2EtOAc: C, 47.41, H, 4.16; N, 20.9... Starting materials: CC1([C@@H](N2[C@H](S1)[C@@H](C2=O)NC(=O)CC=3C=CC=CC3)C(=O)O)C (Penicillin G), C(C)(=O)[O-] (acetate), steel, Na tripolyphosphate, solution, chitosan. The product is CC1([C@@H](N2[C@H](S1)[C@@H](C2=O)N)C(=O)O)C (6-aminopenicillanic acid), C1(=CC=CC=C1)CC(=O)O (phenylacetic acid). RXN SMILES: [C:1]([O-:4])(=[O:3])[CH3:2].[CH3:5][C:6]1([CH3:27])[S:10][C@@H:9]2[C@H:11]([NH:14]C(C[C:18]3[CH:19]=[CH:20][CH:21]=[CH:22][CH:23]=3)=O)[C:12](=[O:13])[N:8]2[C@H:7]1[C:24]([OH:26])=[O:25]>>[CH3:5][C:6]1([CH3:27])[S:10][C@@H:9]2[C@H:11]([NH2:14])[C:12](=[O:13])[N:8]2[C@H:7]1[C:24]([OH:26])=[O:25].[C:18]1([CH2:2][C:1]([OH:4])=[O:3])[CH:19]=[CH:20][CH:21]=[CH:22][CH:23]=1. Procedure: To 400 ml of a sterile 1.1% chisosan acetate solution (chitosan-hv) were added 100 ml of an E. coli cell suspension having a wet biomass proportion of 50 g and well suspended. This suspension was thereafter transferred into the immobilization apparatus having been described. By applying pressure (1.3 bars) by means of sterile air, the suspension was added dropwise through the steel tubes into the 2% Na tripolyphosphate cross-linking agent solution (pH 8). The sterile air stream used to blow off ... Yields the product O=c1[nH]c2ccccc2c(=O)n1CCN1CCCC(=C(c2ccc(F)cc2)c2ccc(F)cc2)CC1, Cl. RXN SMILES: [C:38](=[O:39])([O-:40])[OH:41].[CH3:43][c:44]1[cH:45][cH:46][cH:47][cH:48][cH:49]1.[Cl:1][CH2:2][CH2:3][n:4]1[c:5](=[O:15])[nH:6][c:7]2[cH:8][cH:9][cH:10][cH:11][c:12]2[c:13]1=[O:14].[F:16][c:17]1[cH:18][cH:19][c:20]([C:23](=[C:24]2[CH2:25][CH2:26][NH:27][CH2:28][CH2:29][CH2:30]2)[c:31]2[cH:32][cH:33][c:34]([F:37])[cH:35][cH:36]2)[cH:21][cH:22]1.[Na+:42]>>[CH2:2]([CH2:3][n:4]1[c:5](=[O:15])[nH:6][c:7]2[cH:8][cH:9][cH:10][cH:11][c:12]2[c:13]1=[O:14])[N:27]1[CH2:26][CH2:25][C:24](=[C:23]([c:20]2[cH:19][cH:18][c:17]([F:16])[cH:22][cH:21]2)[c:31]2[cH:32][cH:33][c:34]([F:37])[cH:35][cH:36]2)[CH2:30][CH2:29][CH2:28]1.[ClH:1]. Reactants: O=C([O-])O, Cc1ccccc1, O=c1[nH]c2ccccc2c(=O)n1CCCl, Fc1ccc(C(=C2CCCNCC2)c2ccc(F)cc2)cc1, [Na+]. Reactants: C1(=CC=CC=C1)C1=NC2=CC=C(C=C2C(=C1)N)N (2-Phenyl-quinoline-4,6-diamine), ClC1=NC(=NC(=C1)C1=CC=C(C=C1)F)N (4-chloro-6-(4-fluorophenyl)pyrimidin-2-amine), CN1C(CCC1)=O (N-methyl-2-pyrolidinone). The reagents and catalysts are Cl (hydrochloric acid). The solvent is [OH-].[Na+] (sodium hydroxide). Conditions: temperature 100 celsius. Product: NC1=NC(=CC(=N1)NC=1C=C2C(=CC(=NC2=CC1)C1=CC=CC=C1)N)C1=CC=C(C=C1)F (N6-[2-amino-6-(4-fluorophenyl)pyrimidin-4-yl]-2-phenylquinoline-4,6-diamine). The yield is 92.0%. RXN SMILES: [C:1]1([C:7]2[CH:16]=[C:15]([NH2:17])[C:14]3[C:9](=[CH:10][CH:11]=[C:12]([NH2:18])[CH:13]=3)[N:8]=2)[CH:6]=[CH:5][CH:4]=[CH:3][CH:2]=1.Cl[C:20]1[CH:25]=[C:24]([C:26]2[CH:31]=[CH:30][C:29]([F:32])=[CH:28][CH:27]=2)[N:23]=[C:22]([NH2:33])[N:21]=1.CN1CCCC1=O>Cl.[OH-].[Na+]>[NH2:33][C:22]1[N:21]=[C:20]([NH:18][C:12]2[CH:13]=[C:14]3[C:9](=[CH:10][CH:11]=2)[N:8]=[C:7]([C:1]2[CH:2]=[CH:3][CH:4]=[CH:5][CH:6]=2)[CH:16]=[C:15]3[NH2:17])[CH:25]=[C:24]([C:26]2[CH:27]=[CH:28][C:29]([F:32])=[CH:30][CH:31]=2)[N:23]=1 |f:4.5|. Procedure: 2-Phenyl-quinoline-4,6-diamine, 0.5 grams (2.12 mmole) and 4-chloro-6-(4-fluorophenyl)pyrimidin-2-amine, 0.83 grams (4.25 mmole) were weighed directly into a reaction flask and 10 mL of dry N-methyl-2-pyrolidinone and 2 drops of concentrated hydrochloric acid was then added to the flask. The mixture was heated at 100° C. overnight under a nitrogen atmosphere. The mixture was cooled to room temperature and diluted with aqueous sodium hydroxide whereupon a dark brown solid precipitated. The solid ... The reactants are COC(=O)C1=C(OC=C1)C (2-Methyl-furan-3-carboxylic acid methyl ester), BrN1C(CCC1=O)=O (NBS), COC(=O)C1=C(OC(=C1)Br)C (5-bromo-2-methyl-furan-3-carboxylic acid methyl ester), BrN1C(CCC1=O)=O (N-bromosuccinimide), BrN1C(CCC1=O)=O (NBS). Solvent: CN(C)C=O (N,N′-dimethylformamide). Reaction conditions: temperature 0 celsius. Yields the product COC(=O)C1=C(OC(=C1)Br)CBr (5-Bromo-2-bromomethyl-furan-3-carboxylic acid methyl ester), solid. Yield: 46.0%. RXN SMILES: COC(C1C=COC=1C)=O.[Br:11]N1C(=O)CCC1=O.[CH3:19][O:20][C:21]([C:23]1[CH:27]=[C:26]([Br:28])[O:25][C:24]=1[CH3:29])=[O:22]>CN(C=O)C>[CH3:19][O:20][C:21]([C:23]1[CH:27]=[C:26]([Br:28])[O:25][C:24]=1[CH2:29][Br:11])=[O:22]. Procedure: The title compound was prepared as described by Khatuya (Tetrahedron Letters (2001), 42(14), 2643-2644.). 2-Methyl-furan-3-carboxylic acid methyl ester (5.0 g, 35.7 mmol) was dissolved in N,N′-dimethylformamide (10 mL) and cooled to 0° C. N-bromosuccinimide (NBS) (15.88 g, 89.2 mmol) was added in portions. Approximately 6.5 grams of NBS were added over 45 minutes at which point it was determined by HPLC that complete formation of 5-bromo-2-methyl-furan-3-carboxylic acid methyl ester had occurred...